This data is from the Open Reaction Database (ORD), a public repository of structured organic reaction records. The task is: describe an organic reaction: reactants, conditions, products, and yield Starting materials: BrC=1C=C2C=NNC2=C(C1)C (5-bromo-7-methyl-1H-indazole), C(C)(C)(C)[Li] (t-butyl lithium), C(=O)=O (carbon dioxide). The product is CC1=C(C=C2C=NNC2=C1)C(=O)O (6-methyl-1H-indazole-5-carboxylic acid). Reaction SMILES: Br[C:2]1[CH:3]=[C:4]2[C:8](=[C:9](C)[CH:10]=1)[NH:7][N:6]=[CH:5]2.[C:12]([Li])(C)(C)C.[C:17](=[O:19])=[O:18]>>[CH3:12][C:10]1[CH:9]=[C:8]2[C:4]([CH:5]=[N:6][NH:7]2)=[CH:3][C:2]=1[C:17]([OH:19])=[O:18]. Reported procedure: This compound was prepared in a manner similar to the preparation of example 88 using commercially available 4-bromo-2,5-dimethylaniline as starting material. After an acylation step, N-(4-bromo-2,6-dimethylphenyl)acetamide was treated with isoamyl nitrite, and then 10% aqueous HCl to yield 5-bromo-7-methyl-1H-indazole. 5-bromo-7-methyl-1H-indazole was treated with t-butyl lithium and carbon dioxide to yield 6-methyl-1H-indazole-5-carboxylic acid, which is in turn was treated with thiosemicarbaz...